Task: describe an organic reaction: reactants, conditions, products, and yield. Dataset: the Open Reaction Database (ORD), a public repository of structured organic reaction records The reactants are C(C1=CC=CC=C1)C1C(N(CC(N(C1)CCC(=O)NC1=CC=CC=C1)=O)S(=O)(=O)C1=CC=C(C=C1)Cl)=O (3-[6-benzyl-4-(4-chlorobenzenesulfonyl)-2,5-dioxo-1,4-diazepan-1-yl]-N-phenylpropanamide), NC1=CC=CC=C1 (aniline), C[Si](N[Si](C)(C)C)(C)C (1,1,1,3,3,3-hexamethyldisilazane). Product: C(C1=CC=CC=C1)C1C(N(CC(N(C1)CCC(=O)N)=O)S(=O)(=O)C1=CC=C(C=C1)Cl)=O (3-[6-benzyl-4-(4-chlorobenzenesulfonyl)-2,5-dioxo-1,4-diazepan-1-yl]propanamide). RXN SMILES: [CH2:1]([CH:8]1[CH2:14][N:13]([CH2:15][CH2:16][C:17]([NH:19]C2C=CC=CC=2)=[O:18])[C:12](=[O:26])[CH2:11][N:10]([S:27]([C:30]2[CH:35]=[CH:34][C:33]([Cl:36])=[CH:32][CH:31]=2)(=[O:29])=[O:28])[C:9]1=[O:37])[C:2]1[CH:7]=[CH:6][CH:5]=[CH:4][CH:3]=1.NC1C=CC=CC=1.C[Si](C)(C)N[Si](C)(C)C>>[CH2:1]([CH:8]1[CH2:14][N:13]([CH2:15][CH2:16][C:17]([NH2:19])=[O:18])[C:12](=[O:26])[CH2:11][N:10]([S:27]([C:30]2[CH:31]=[CH:32][C:33]([Cl:36])=[CH:34][CH:35]=2)(=[O:29])=[O:28])[C:9]1=[O:37])[C:2]1[CH:3]=[CH:4][CH:5]=[CH:6][CH:7]=1. Reported procedure: Instead of the starting material compound of Example 273, that is, aniline, 1,1,1,3,3,3-hexamethyldisilazane was used for the similar procedure as in Example 273 to obtain the title compound.